This data is from the Open Reaction Database (ORD), a public repository of structured organic reaction records. The task is: describe an organic reaction: reactants, conditions, products, and yield As a reaction SMILES: [CH2:1]([c:2]1[cH:3][cH:4][cH:5][cH:6][cH:7]1)[O:8][c:9]1[c:10]2[n:11]([cH:12][cH:13][cH:14]1)[c:15]([CH3:29])[c:16](-[c:18]1[cH:19][cH:20][c:21]3[c:22]([n:23]([CH3:27])[c:24](=[O:26])[o:25]3)[cH:28]1)[n:17]2.[CH3:32][CH2:33][OH:34].[H:30][H:31].[O:35]1[CH2:36][CH2:37][CH2:38][CH2:39]1>>[OH:8][c:9]1[c:10]2[n:11]([cH:12][cH:13][cH:14]1)[c:15]([CH3:29])[c:16](-[c:18]1[cH:19][cH:20][c:21]3[c:22]([n:23]([CH3:27])[c:24](=[O:26])[o:25]3)[cH:28]1)[n:17]2. Reactants: Cc1c(-c2ccc3oc(=O)n(C)c3c2)nc2c(OCc3ccccc3)cccn12, CCO, [H][H], C1CCOC1. Product: Cc1c(-c2ccc3oc(=O)n(C)c3c2)nc2c(O)cccn12. As a reaction SMILES: C(=O)(O)[O-].[Na+:5].[OH-].[Na+].[CH3:8][C@@:9]1([CH2:22][N:23]2[N:27]=[N:26][CH:25]=[CH:24]2)[S:13](=[O:15])(=[O:14])[C@@H:12]2[CH2:16][C:17](=[O:18])[N:11]2[C@H:10]1[C:19]([OH:21])=[O:20]>>[CH3:8][C@@:9]1([CH2:22][N:23]2[N:27]=[N:26][CH:25]=[CH:24]2)[S:13](=[O:14])(=[O:15])[C@@H:12]2[CH2:16][C:17](=[O:18])[N:11]2[C@H:10]1[C:19]([O-:21])=[O:20].[Na+:5] |f:0.1,2.3,5.6|. The reactants are C([O-])(O)=O.[Na+] (sodium bicarbonate), C[C@@]1([C@@H](N2[C@H](S1(=O)=O)CC2=O)C(=O)O)CN3C=CN=N3 (tazobactam), C[C@@]1([C@@H](N2[C@H](S1(=O)=O)CC2=O)C(=O)O)CN3C=CN=N3 (tazobactam acid), [OH-].[Na+] (sodium hydroxide), C[C@@]1([C@@H](N2[C@H](S1(=O)=O)CC2=O)C(=O)O)CN3C=CN=N3 (tazobactam acid), C[C@@]1([C@@H](N2[C@H](S1(=O)=O)CC2=O)C(=O)O)CN3C=CN=N3 (tazobactam). Procedure details: In one embodiment of the unit dosage form container, the tazobactam in the second solution is tazobactam acid, and wherein the tazobactam acid in the second solution is lyophilized in the presence of sodium bicarbonate or sodium hydroxide, thereby forming lyophilized tazobactam sodium in the second lyophilized tazobactam solution. A pharmaceutical composition can include ceftolozane sulfate and tazobactam in an amount providing 1,000 mg of ceftolozane active per 500 mg of tazobactam active, and ... The product is C[C@@]1([C@@H](N2[C@H](S1(=O)=O)CC2=O)C(=O)[O-])CN3C=CN=N3.[Na+] (tazobactam sodium). The reactants are CC(C)COC(=O)NCC1(c2ccc(I)cc2)CCN(C(=O)OC(C)(C)C)CC1, ClCCl, O=C(O)C(F)(F)F. The product is CC(C)COC(=O)NCC1(c2ccc(I)cc2)CCNCC1. Reaction SMILES: [C:1]([O:2][C:3](=[O:4])[N:8]1[CH2:9][CH2:10][C:11]([CH2:14][NH:15][C:16](=[O:17])[O:18][CH2:19][CH:20]([CH3:21])[CH3:22])([c:23]2[cH:24][cH:25][c:26]([I:29])[cH:27][cH:28]2)[CH2:12][CH2:13]1)([CH3:5])([CH3:6])[CH3:7].[Cl:37][CH2:38][Cl:39].[F:30][C:31]([F:32])([F:33])[C:34]([OH:35])=[O:36]>>[NH:8]1[CH2:9][CH2:10][C:11]([CH2:14][NH:15][C:16](=[O:17])[O:18][CH2:19][CH:20]([CH3:21])[CH3:22])([c:23]2[cH:24][cH:25][c:26]([I:29])[cH:27][cH:28]2)[CH2:12][CH2:13]1.